From a dataset of the Open Reaction Database (ORD), a public repository of structured organic reaction records. describe an organic reaction: reactants, conditions, products, and yield Starting materials: NC1=CC=NC=C1 (4-aminopyridine), ClC(=O)OC1=CC=C(C=C1)[N+](=O)[O-] (4-nitrophenyl chloroformate), N1=CC=CC=C1 (pyridine). Solvent: C(Cl)Cl (DCM). Reaction conditions: time 8 hour. Product: N1=CC=C(C=C1)NC(OC1=CC=C(C=C1)[N+](=O)[O-])=O (4-Nitrophenyl pyridin-4-ylcarbamate). Reaction SMILES: [NH2:1][C:2]1[CH:7]=[CH:6][N:5]=[CH:4][CH:3]=1.Cl[C:9]([O:11][C:12]1[CH:17]=[CH:16][C:15]([N+:18]([O-:20])=[O:19])=[CH:14][CH:13]=1)=[O:10].N1C=CC=CC=1>C(Cl)Cl>[N:5]1[CH:6]=[CH:7][C:2]([NH:1][C:9](=[O:10])[O:11][C:12]2[CH:13]=[CH:14][C:15]([N+:18]([O-:20])=[O:19])=[CH:16][CH:17]=2)=[CH:3][CH:4]=1. Procedure details: To a solution of 4-aminopyridine (1.97 g, 20.9 mmol) in DCM (75 mL) at 0° C. was added 4-nitrophenyl chloroformate (4.21 g, 20.9 mmol) and pyridine (1.7 mL, 20.9 mmol). Then, the mixture was stirred at RT overnight. The white precipitated was filtered off and washed with DCM (2×50 mL), and then dried in vacuo to give the title compound as a white solid, which was used in the next step without further purification. MS (ESI, positive ion) m/z: 260 (M+H). Reactants: Cl.N[C@@H](CCC(=O)OCC)C(=O)OCC (diethyl L-glutamate hydrochloride), NC1=NC(=C(C(=N1)O)CCCCC=1C=C(SC1)C(=O)O)N (4-[4-(2,6-diamino-4-hydroxypyrimidin-5-yl)butyl]thien-2-ylcarboxylic acid), C1(=CC=CC=C1)NP(OC1=CC=CC=C1)Cl (phenyl N-phenylphosphoramidochloridite), CN1CCOCC1 (N-methylmorpholine). The solvent is CN1C(CCC1)=O (N-methylpyrrolidone). Conditions: time 1 hour. Yields the product NC1=NC(=C(C(=N1)O)CCCCC=1C=C(SC1)OC(=O)N[C@@H](CCC(=O)OCC)C(=O)OCC)N (diethyl N-(4-[4-(2,6-diamino-4-hydroxypyrimidin-5-yl)butyl]thien-2-ylcarboxy)-L-glutamate). Yield: 52.4%. RXN SMILES: [NH2:1][C:2]1[N:7]=[C:6]([OH:8])[C:5]([CH2:9][CH2:10][CH2:11][CH2:12][C:13]2[CH:14]=[C:15](C(O)=O)[S:16][CH:17]=2)=[C:4]([NH2:21])[N:3]=1.C1(NP(Cl)[O:30][C:31]2C=CC=CC=2)C=CC=CC=1.CN1CC[O:42]CC1.Cl.[NH2:46][C@H:47]([C:55]([O:57][CH2:58][CH3:59])=[O:56])[CH2:48][CH2:49][C:50]([O:52][CH2:53][CH3:54])=[O:51]>CN1CCCC1=O>[NH2:1][C:2]1[N:7]=[C:6]([OH:8])[C:5]([CH2:9][CH2:10][CH2:11][CH2:12][C:13]2[CH:14]=[C:15]([O:42][C:31]([NH:46][C@H:47]([C:55]([O:57][CH2:58][CH3:59])=[O:56])[CH2:48][CH2:49][C:50]([O:52][CH2:53][CH3:54])=[O:51])=[O:30])[S:16][CH:17]=2)=[C:4]([NH2:21])[N:3]=1 |f:3.4|. Reported procedure: A 25 mL round bottomed flask, equipped with a magnetic stirrer and gas inlet, was charged with 0.15 g (1.0 eq) of 4-[4-(2,6-diamino-4-hydroxypyrimidin-5-yl)butyl]thien-2-ylcarboxylic acid, 0.20 g (1.5 eq) of phenyl N-phenylphosphoramidochloridite, 0.25 g (5.0 eq) of N-methylmorpholine, and 15 mL of anhydrous N-methylpyrrolidone. The mixture was stirred at room temperature under a nitrogen atmosphere for 1 hour. To the resulting homogeneous solution was added 0.23 g (2.0 eq) of diethyl L-glutamat... The reactants are BrC(C(=O)OC)C1=CC=C(C=C1)OC1=CC=CC=C1 (Methyl α-bromo-α-[p-(phenoxy)phenyl]acetate), C1(=CC=CC=C1)O (phenol). Solvent: CO (methanol). Yields the product O(C1=CC=CC=C1)C(C(=O)OC)C1=CC=C(C=C1)OC1=CC=CC=C1 (Methyl α-(phenoxy)-α-[p-(phenoxy)phenyl]acetate). Yield: 89.8%. RXN SMILES: Br[CH:2]([C:7]1[CH:12]=[CH:11][C:10]([O:13][C:14]2[CH:19]=[CH:18][CH:17]=[CH:16][CH:15]=2)=[CH:9][CH:8]=1)[C:3]([O:5][CH3:6])=[O:4].[C:20]1([OH:26])[CH:25]=[CH:24][CH:23]=[CH:22][CH:21]=1>CO>[O:26]([CH:2]([C:7]1[CH:12]=[CH:11][C:10]([O:13][C:14]2[CH:19]=[CH:18][CH:17]=[CH:16][CH:15]=2)=[CH:9][CH:8]=1)[C:3]([O:5][CH3:6])=[O:4])[C:20]1[CH:25]=[CH:24][CH:23]=[CH:22][CH:21]=1. Reported procedure: Methyl α-bromo-α-[p-(phenoxy)phenyl]acetate (6.42 g) is reacted with 2.35 g of phenol in methanol as in Example 16 to afford 6 g of a yellow liquid after distillation (154° C. at 0.15 mm). A 2.2 g portion is purified by chromatography on silica gel (60 g) with benzene eluent to give the product as a white solid, mp 75.5°-77° C. (from pet. ether). Reactants: CCC(C)(C)Cc1cn(S(=O)(=O)N(C)C)c(C(O)Cc2ccc(Br)cc2)n1, COCCOC, CCOC(C)=O, C[Sn](C)(C)c1ccc(F)cn1, [Pd], c1ccc(P(c2ccccc2)c2ccccc2)cc1, c1ccc(P(c2ccccc2)c2ccccc2)cc1, c1ccc(P(c2ccccc2)c2ccccc2)cc1, c1ccc(P(c2ccccc2)c2ccccc2)cc1. Product: CCC(C)(C)Cc1cn(S(=O)(=O)N(C)C)c(C(O)Cc2ccc(-c3ccc(F)cn3)cc2)n1. Reaction SMILES: [Br:1][c:2]1[cH:3][cH:4][c:5]([CH2:8][CH:9]([OH:10])[c:11]2[n:12]([S:22](=[O:23])(=[O:24])[N:25]([CH3:26])[CH3:27])[cH:13][c:14]([CH2:16][C:17]([CH2:18][CH3:19])([CH3:20])[CH3:21])[n:15]2)[cH:6][cH:7]1.[CH3:39][O:40][CH2:41][CH2:42][O:43][CH3:44].[CH3:45][CH2:46][O:47][C:48](=[O:49])[CH3:50].[F:28][c:29]1[cH:30][cH:31][c:32]([Sn:35]([CH3:36])([CH3:37])[CH3:38])[n:33][cH:34]1.[Pd:127].[c:108]1([P:109]([c:110]2[cH:111][cH:112][cH:113][cH:114][cH:115]2)[c:116]2[cH:117][cH:118][cH:119][cH:120][cH:121]2)[cH:122][cH:123][cH:124][cH:125][cH:126]1.[c:51]1([P:52]([c:53]2[cH:54][cH:55][cH:56][cH:57][cH:58]2)[c:59]2[cH:60][cH:61][cH:62][cH:63][cH:64]2)[cH:65][cH:66][cH:67][cH:68][cH:69]1.[c:70]1([P:71]([c:72]2[cH:73][cH:74][cH:75][cH:76][cH:77]2)[c:78]2[cH:79][cH:80][cH:81][cH:82][cH:83]2)[cH:84][cH:85][cH:86][cH:87][cH:88]1.[c:89]1([P:90]([c:91]2[cH:92][cH:93][cH:94][cH:95][cH:96]2)[c:97]2[cH:98][cH:99][cH:100][cH:101][cH:102]2)[cH:103][cH:104][cH:105][cH:106][cH:107]1>>[c:2]1(-[c:32]2[cH:31][cH:30][c:29]([F:28])[cH:34][n:33]2)[cH:3][cH:4][c:5]([CH2:8][CH:9]([OH:10])[c:11]2[n:12]([S:22](=[O:23])(=[O:24])[N:25]([CH3:26])[CH3:27])[cH:13][c:14]([CH2:16][C:17]([CH2:18][CH3:19])([CH3:20])[CH3:21])[n:15]2)[cH:6][cH:7]1. Reactants: NC1=C(C(=NN1)C)C=1SC2=C(N1)C=CC(=C2)S(=O)(=O)Cl (2-(5-amino-3-methyl-1H-pyrazol-4-yl)-benzothiazole-6-sulfonyl chloride), ClC1=CC=C(CN)C=C1 (4-chlorobenzylamine), CN1CCOCC1 (NMM), Cl35 M, Cl37 M. Solvent: CO (methanol). Product: ClC1=CC=C(CNS(=O)(=O)C2=CC3=C(N=C(S3)C=3C(=NNC3N)C)C=C2)C=C1 (2-(5-Amino-3-methyl-1H-pyrazol-4-yl)-benzothiazole-6-sulfonic acid 4-chlorobenzylamide). The yield is 16.1%. RXN SMILES: [NH2:1][C:2]1[NH:6][N:5]=[C:4]([CH3:7])[C:3]=1[C:8]1[S:9][C:10]2[CH:16]=[C:15]([S:17](Cl)(=[O:19])=[O:18])[CH:14]=[CH:13][C:11]=2[N:12]=1.[Cl:21][C:22]1[CH:29]=[CH:28][C:25]([CH2:26][NH2:27])=[CH:24][CH:23]=1.CN1CCOCC1>CO>[Cl:21][C:22]1[CH:29]=[CH:28][C:25]([CH2:26][NH:27][S:17]([C:15]2[CH:14]=[CH:13][C:11]3[N:12]=[C:8]([C:3]4[C:4]([CH3:7])=[N:5][NH:6][C:2]=4[NH2:1])[S:9][C:10]=3[CH:16]=2)(=[O:19])=[O:18])=[CH:24][CH:23]=1. Procedure: the title compound (21 mg) was prepared from crude 2-(5-amino-3-methyl-1H-pyrazol-4-yl)-benzothiazole-6-sulfonyl chloride (100 mg, 0.30 mmol), 4-chlorobenzylamine (74 μL, 0.60 mmol) and PS-NMM (0.320 g, 0.60 mmol) in 5 mL of methanol. MS (m/z, ES+): 434.4 (Cl35 M+1, 100%), 436.4 (Cl37 M+1, 40%). Yield=16%. The reactants are OCC1=CC=C(CCl)C=C1 (p-Hydroxymethylbenzyl chloride), O1CCCC=C1 (3,4-dihydro-2H-pyran). The reagents and catalysts are C1(=CC=C(C=C1)S(=O)(=O)[O-])C.[NH+]1=CC=CC=C1 (Pyridinium p-toluenesulfonate). Run in ClCCl (dichloromethane). Conditions: temperature 5 celsius, time 24 hour. Yields the product O1C(CCCC1)OCC1=CC=C(CCl)C=C1 (4-(Tetrahydropyranyloxymethyl)benzyl chloride). Yield: 947.1%. Reaction SMILES: [OH:1][CH2:2][C:3]1[CH:10]=[CH:9][C:6]([CH2:7][Cl:8])=[CH:5][CH:4]=1.[O:11]1[CH:16]=[CH:15][CH2:14][CH2:13][CH2:12]1>ClCCl.C1(C)C=CC(S([O-])(=O)=O)=CC=1.[NH+]1C=CC=CC=1>[O:11]1[CH2:16][CH2:15][CH2:14][CH2:13][CH:12]1[O:1][CH2:2][C:3]1[CH:10]=[CH:9][C:6]([CH2:7][Cl:8])=[CH:5][CH:4]=1 |f:3.4|. Procedure details: p-Hydroxymethylbenzyl chloride (1.33 kg, 1 mole) in dichloromethane (6 liters) was charged to a 10 liter Morton flask. Addition of 3,4-dihydro-2H-pyran (925 g, 1.1 moles) to the flask was followed by cooling to 5° C. Pyridinium p-toluenesulfonate (1.25 g, 5 mmoles) was added as a catalyst. The contents were allowed to warm up to 20°-25° C. and stirred for 24 hours. The contents were washed with water followed by a sodium bicarbonate solution and then dried over anhydrous magnesium sulfate. The r...